This data is from the Open Reaction Database (ORD), a public repository of structured organic reaction records. The task is: describe an organic reaction: reactants, conditions, products, and yield Reactants: C(C)(=O)NCC=1SC(=CN1)C(CBr)=O (2-acetylaminomethyl-5-bromoacetylthiazole), NC(N)=NC(=S)N (diaminomethylenethiourea). The solvent is CC(=O)C (acetone). Product: Br.Br.C(C)(=O)NCC=1SC(=CN1)C=1N=C(SC1)N=C(N)N (4-(2-acetylaminomethyl-thiazol-5-yl)-2-(diaminomethyleneamino)thiazole dihydrobromide). Isolated yield 42.4%. RXN SMILES: [C:1]([NH:4][CH2:5][C:6]1[S:7][C:8]([C:11](=O)[CH2:12][Br:13])=[CH:9][N:10]=1)(=[O:3])[CH3:2].[NH2:15][C:16](=[N:18][C:19]([NH2:21])=[S:20])[NH2:17]>CC(C)=O>[BrH:13].[BrH:13].[C:1]([NH:4][CH2:5][C:6]1[S:7][C:8]([C:11]2[N:21]=[C:19]([N:18]=[C:16]([NH2:17])[NH2:15])[S:20][CH:12]=2)=[CH:9][N:10]=1)(=[O:3])[CH3:2] |f:3.4.5|. Procedure details: A mixture of 2-acetylaminomethyl-5-bromoacetylthiazole (6.30 g) and diaminomethylenethiourea [(H2N)2C=NCSNH2 ] (1.77 g) in acetone (90 ml) was refluxed for 10 hours with stirring. The resulting precipitate was collected by filtration to give 4-(2-acetylaminomethyl-thiazol-5-yl)-2-(diaminomethyleneamino)thiazole dihydrobromide (2.21 g). Starting materials: CC(F)(F)c1ccc(Cn2ccc(N)n2)o1, Cc1cccc(C=CC(=O)O)c1. The product is Cc1cccc(C=CC(=O)Nc2ccn(Cc3ccc(C(C)(F)F)o3)n2)c1. RXN SMILES: [F:1][C:2]([CH3:3])([F:4])[c:5]1[cH:6][cH:7][c:8]([CH2:10][n:11]2[n:12][c:13]([NH2:16])[cH:14][cH:15]2)[o:9]1.[c:17]1([CH3:28])[cH:18][c:19]([CH:23]=[CH:24][C:25](=[O:26])[OH:27])[cH:20][cH:21][cH:22]1>>[F:1][C:2]([CH3:3])([F:4])[c:5]1[cH:6][cH:7][c:8]([CH2:10][n:11]2[n:12][c:13]([NH:16][C:25]([CH:24]=[CH:23][c:19]3[cH:18][c:17]([CH3:28])[cH:22][cH:21][cH:20]3)=[O:26])[cH:14][cH:15]2)[o:9]1. Reactants: c1ccc(CCNCc2ccccc2)cc1, CS(=O)(=O)OCc1cc(C=O)ccc1OCc1ccccc1, CN(C)C=O, CCN(C(C)C)C(C)C. The product is O=Cc1ccc(OCc2ccccc2)c(CN(CCc2ccccc2)Cc2ccccc2)c1. As a reaction SMILES: [CH2:1]([c:2]1[cH:3][cH:4][cH:5][cH:6][cH:7]1)[NH:8][CH2:9][CH2:10][c:11]1[cH:12][cH:13][cH:14][cH:15][cH:16]1.[CH3:26][S:27]([O:28][CH2:31][c:32]1[cH:33][c:34]([CH:35]=[O:36])[cH:37][cH:38][c:39]1[O:40][CH2:41][c:42]1[cH:43][cH:44][cH:45][cH:46][cH:47]1)(=[O:29])=[O:30].[CH3:48][N:49]([CH3:50])[CH:51]=[O:52].[CH:17]([N:18]([CH:19]([CH3:20])[CH3:21])[CH2:22][CH3:23])([CH3:24])[CH3:25]>>[CH2:1]([c:2]1[cH:3][cH:4][cH:5][cH:6][cH:7]1)[N:8]([CH2:9][CH2:10][c:11]1[cH:12][cH:13][cH:14][cH:15][cH:16]1)[CH2:31][c:32]1[cH:33][c:34]([CH:35]=[O:36])[cH:37][cH:38][c:39]1[O:40][CH2:41][c:42]1[cH:43][cH:44][cH:45][cH:46][cH:47]1. Reactants: C(C)(C)(C)OC(=O)C=1C(=CC=CC1)C1=CC(=C(C=C1)CN1C(=NC(=C1C=O)C=C)OCC)F (4′-(2-Ethoxy-5-formyl-4-vinylimidazol-1-ylmethyl)-3′-fluorobiphenyl-2-carboxylic acid t-butyl ester), Cl.NO (Hydroxylamine hydrochloride). The reagents and catalysts are N1=CC=CC=C1 (pyridine). The solvent is O (Water), O (water). Conditions: time 8 hour. Product: C(C)(C)(C)OC(=O)C=1C(=CC=CC1)C1=CC(=C(C=C1)CN1C(=NC(=C1C=NO)C=C)OCC)F (4′-[2-Ethoxy-5-(hydroxyiminomethyl)-4-vinylimidazol-1-ylmethyl]-3′-fluorobiphenyl-2-carboxylic acid t-butyl ester). Isolated yield 66.8%. RXN SMILES: [C:1]([O:5][C:6]([C:8]1[C:9]([C:14]2[CH:19]=[CH:18][C:17]([CH2:20][N:21]3[C:25]([CH:26]=O)=[C:24]([CH:28]=[CH2:29])[N:23]=[C:22]3[O:30][CH2:31][CH3:32])=[C:16]([F:33])[CH:15]=2)=[CH:10][CH:11]=[CH:12][CH:13]=1)=[O:7])([CH3:4])([CH3:3])[CH3:2].Cl.[NH2:35][OH:36]>N1C=CC=CC=1.O>[C:1]([O:5][C:6]([C:8]1[C:9]([C:14]2[CH:19]=[CH:18][C:17]([CH2:20][N:21]3[C:25]([CH:26]=[N:35][OH:36])=[C:24]([CH:28]=[CH2:29])[N:23]=[C:22]3[O:30][CH2:31][CH3:32])=[C:16]([F:33])[CH:15]=2)=[CH:10][CH:11]=[CH:12][CH:13]=1)=[O:7])([CH3:2])([CH3:4])[CH3:3] |f:1.2|. Procedure details: Intermediate (15b) (19.5 g, 43.4 mmol) was dissolved in pyridine (100 mL, 1 μmol). Hydroxylamine hydrochloride (9.0 g, 130 mmol) was added, followed by water (50 mL, 3 mol), and the mixture was stirred at room temperature overnight. Water (100 mL) was then added and the mixture was stirred for 20 minutes. The precipitant was filtered off and dried to yield intermediate (15c) (13.5 g). MS m/z: [M+H+] calcd for C26H28FN2O4, 466.2; found 466.4. 1H-NMR (CDCl3): 9.78 (1H, s), 7.81 (1H, d), 7.48 (2H, ... Starting materials: [H-].[Na+] (NaH), C(C)OC(C(CC1=CC=C(C=C1)OCCC1N(C(NC1)=O)C)(C)OC1=CC=C(C=C1)F)=O (2-(4-Fluoro-phenoxy)-2-methyl-3-{4-[2-(3-methyl-2-oxo-imidazolidin-4-yl)-ethoxy]-phenyl}-propionic acid ethyl ester), C(C)(C)(C)C1=CC=C(CBr)C=C1 (4-tert-butylbenzyl bromide). The solvent is CCOCC (Et2O), Cl (HCl), CN(C)C=O (DMF). Run at time 20 minute. Yields the product C(C)(C)(C)C1=CC=C(CN2C(N(C(C2)CCOC2=CC=C(C=C2)CC(C(=O)O)(C)OC2=CC=C(C=C2)F)C)=O)C=C1 (3-(4-{2-[1-(4-tert-Butyl-benzyl)-3-methyl-2-oxo-imidazolidin-4-yl]-ethoxy}-phenyl)-2-(4-fluoro-phenoxy)-2-methyl-propionic acid). The yield is 45.0%. Reaction SMILES: C([O:3][C:4](=[O:32])[C:5]([O:24][C:25]1[CH:30]=[CH:29][C:28]([F:31])=[CH:27][CH:26]=1)([CH3:23])[CH2:6][C:7]1[CH:12]=[CH:11][C:10]([O:13][CH2:14][CH2:15][CH:16]2[CH2:20][NH:19][C:18](=[O:21])[N:17]2[CH3:22])=[CH:9][CH:8]=1)C.[H-].[Na+].[C:35]([C:39]1[CH:46]=[CH:45][C:42]([CH2:43]Br)=[CH:41][CH:40]=1)([CH3:38])([CH3:37])[CH3:36]>CN(C=O)C.CCOCC.Cl>[C:35]([C:39]1[CH:46]=[CH:45][C:42]([CH2:43][N:19]2[CH2:20][CH:16]([CH2:15][CH2:14][O:13][C:10]3[CH:11]=[CH:12][C:7]([CH2:6][C:5]([O:24][C:25]4[CH:26]=[CH:27][C:28]([F:31])=[CH:29][CH:30]=4)([CH3:23])[C:4]([OH:32])=[O:3])=[CH:8][CH:9]=3)[N:17]([CH3:22])[C:18]2=[O:21])=[CH:41][CH:40]=1)([CH3:38])([CH3:37])[CH3:36] |f:1.2|. Procedure details: To a mixture of 80 mg of 2-(4-Fluoro-phenoxy)-2-methyl-3-{4-[2-(3-methyl-2-oxo-imidazolidin-4-yl)-ethoxy]-phenyl}-propionic acid ethyl ester in 5 mL of dry DMF at 0° C. under an atmosphere of nitrogen, 18 mg of NaH (0.45 mmol) is added. The resulting solution is allowed to stand at r.t. for 20 min. Then 0.08 mL of 4-tert-butylbenzyl bromide is added and resulting mixture is allowed to stand at r.t. for overnight. Reaction mixture is diluted with Et2O and 1N HCl. Organic layer is then washed with... Reactants: ClC1=NC2=C(N1C)C=CC=C2 (2-Chloro-1-methyl-1H-benzimidazole), C(C)N1C(N(C2=NC=C(C=C21)C#N)C2=CC=C(C=C2)O)=O (1-ethyl-3-(4-hydroxyphenyl)-2-oxo-2,3-dihydro-1H-imidazo[4,5-b]pyridine-6-carbonitrile), [H-].[Na+] (sodium hydride). Run in CN(C)C=O (DMF), CO (MeOH). Conditions: temperature 180 celsius. Product: C(C)N1C(N(C2=NC=C(C=C21)C#N)C2=CC=C(C=C2)OC2=NC1=C(N2C)C=CC=C1)=O (1-ethyl-3-{4-[(1-methyl-1H-benzimidazol-2-yl)oxy]phenyl}-2-oxo-2,3-dihydro-1H-imidazo[4,5-b]pyridine-6-carbonitrile). Isolated yield 13.5%. As a reaction SMILES: Cl[C:2]1[N:6]([CH3:7])[C:5]2[CH:8]=[CH:9][CH:10]=[CH:11][C:4]=2[N:3]=1.[CH2:12]([N:14]1[C:22]2[C:17](=[N:18][CH:19]=[C:20]([C:23]#[N:24])[CH:21]=2)[N:16]([C:25]2[CH:30]=[CH:29][C:28]([OH:31])=[CH:27][CH:26]=2)[C:15]1=[O:32])[CH3:13].[H-].[Na+]>CN(C=O)C.CO>[CH2:12]([N:14]1[C:22]2[C:17](=[N:18][CH:19]=[C:20]([C:23]#[N:24])[CH:21]=2)[N:16]([C:25]2[CH:30]=[CH:29][C:28]([O:31][C:2]3[N:6]([CH3:7])[C:5]4[CH:8]=[CH:9][CH:10]=[CH:11][C:4]=4[N:3]=3)=[CH:27][CH:26]=2)[C:15]1=[O:32])[CH3:13] |f:2.3|. Procedure: 2-Chloro-1-methyl-1H-benzimidazole (15 mg) was added to a solution of 1-ethyl-3-(4-hydroxyphenyl)-2-oxo-2,3-dihydro-1H-imidazo[4,5-b]pyridine-6-carbonitrile (25.5 mg) and sodium hydride (4.0 mg) in DMF (1.0 mL) at room temperature. The mixture was heated at 180° C. for 30 min under microwave irradiation. The reaction mixture was diluted with MeOH and concentrated in vacuo. The residue was purified by column chromatography (NH silica gel, eluted with 0%-30% EtOAc in hexane) to give 1-ethyl-3-{4-[... Reactants: CN1CC(CCC1)CC(=O)C1=C(C=CC=C1)Cl (1-Methyl-3-(2-chlorophenacyl)piperidine), Cl (hydrogen chloride). The solvent is C(C)OCC (diethyl ether). Product: Cl.CN1CC(CCC1)CC(=O)C1=C(C=CC=C1)Cl (1-methyl-3-(2-chlorophenacyl)piperidine hydrochloride). Reaction SMILES: [CH3:1][N:2]1[CH2:7][CH2:6][CH2:5][CH:4]([CH2:8][C:9]([C:11]2[CH:16]=[CH:15][CH:14]=[CH:13][C:12]=2[Cl:17])=[O:10])[CH2:3]1.Cl>C(OCC)C>[ClH:17].[CH3:1][N:2]1[CH2:7][CH2:6][CH2:5][CH:4]([CH2:8][C:9]([C:11]2[CH:16]=[CH:15][CH:14]=[CH:13][C:12]=2[Cl:17])=[O:10])[CH2:3]1 |f:3.4|. Procedure: 1-Methyl-3-(2-chlorophenacyl)piperidine, 24.8 g, was dissolved in 100 ml of diethyl ether. To the resulting solution was added an excess of ethereal hydrogen chloride solution. A heavy oil separated. The solvent was distilled under reduced pressure and acetone was added to the residue. The resulting mixture was heated on a steam-bath until the residue had crystallized. The mixture was cooled, filtered, and thoroughly washed with diethyl ether, giving 26.7 g of 1-methyl-3-(2-chlorophenacyl)piperi... Starting materials: C(C)(C)(C)OC(N[C@H]([C@H](CCC)O)CN(CC1=C(C=C(C=C1)C)C)C(=O)OCC1=CC=CC=C1)=O ((1S,2S)-(1-{[benzyloxycarbonyl-(2,4-dimethyl-benzyl)-amino]-methyl}-2-hydroxy-pentyl)-carbamic acid tert-butyl ester), C(=O)(C(F)(F)F)O (TFA). Run in C(Cl)Cl (CH2Cl2). Conditions: time 3 hour. Product: C(C1=CC=CC=C1)OC(N(CC1=C(C=C(C=C1)C)C)C[C@@H]([C@H](CCC)O)N)=O ([(2S,3S)-2-amino-3-hydroxy-hexyl]-(2,4-dimethyl-benzyl)-carbamic acid benzyl ester). RXN SMILES: C(OC(=O)[NH:7][C@@H:8]([CH2:14][N:15]([C:25]([O:27][CH2:28][C:29]1[CH:34]=[CH:33][CH:32]=[CH:31][CH:30]=1)=[O:26])[CH2:16][C:17]1[CH:22]=[CH:21][C:20]([CH3:23])=[CH:19][C:18]=1[CH3:24])[C@@H:9]([OH:13])[CH2:10][CH2:11][CH3:12])(C)(C)C.C(O)(C(F)(F)F)=O>C(Cl)Cl>[CH2:28]([O:27][C:25](=[O:26])[N:15]([CH2:14][C@H:8]([NH2:7])[C@@H:9]([OH:13])[CH2:10][CH2:11][CH3:12])[CH2:16][C:17]1[CH:22]=[CH:21][C:20]([CH3:23])=[CH:19][C:18]=1[CH3:24])[C:29]1[CH:34]=[CH:33][CH:32]=[CH:31][CH:30]=1. Procedure: The compound (1S,2S)-(1-{[benzyloxycarbonyl-(2,4-dimethyl-benzyl)-amino]-methyl}-2-hydroxy-pentyl)-carbamic acid tert-butyl ester (580 mg, 1.2 mmol, see procedure 12a) was dissolved in CH2Cl2 (9 mL) and treated with TFA (3 mL). The solution was stirred for 3 h and then concentrated in vacuo. The residue was dissolved in benzene and concentrated in vacuo; this procedure was repeated to provide [(2S,3S)-2-amino-3-hydroxy-hexyl]-(2,4-dimethyl-benzyl)-carbamic acid benzyl ester. The amine was dissol...